From a dataset of the Open Reaction Database (ORD), a public repository of structured organic reaction records. describe an organic reaction: reactants, conditions, products, and yield Reactants: C(C1=CC=CC=C1)C1=CC2=C(N=C(N=C2)S(=O)C)N(C1=O)C1CCCC1 (6-Benzyl-8-cyclopentyl-2-methanesulfinyl-8H-pyrido[2,3-d]pyrimidin-7-one), C(C)(C)(C)OC(=O)N1CCN(CC1)C=1C=NC(=CC1)N (4-(6-Amino-pyridin-3-yl)-piperazine-1-carboxylic acid tert-butyl ester). Run in C1(=CC=CC=C1)C (toluene). Yields the product C(C)(C)(C)OC(=O)N1CCN(CC1)C=1C=NC(=CC1)NC=1N=CC2=C(N1)N(C(C(=C2)CC2=CC=CC=C2)=O)C2CCCC2 (4-[6-(6-benzyl-8-cyclopentyl-7-oxo-7,8-dihydro-pyrido[2,3-d]pyrimidin-2-ylamino)-pyridin-3-yl]-piperazine-1-carboxylic acid tert-butyl ester). Isolated yield 19.9%. RXN SMILES: [CH2:1]([C:8]1[C:20](=[O:21])[N:19]([CH:22]2[CH2:26][CH2:25][CH2:24][CH2:23]2)[C:11]2[N:12]=[C:13](S(C)=O)[N:14]=[CH:15][C:10]=2[CH:9]=1)[C:2]1[CH:7]=[CH:6][CH:5]=[CH:4][CH:3]=1.[C:27]([O:31][C:32]([N:34]1[CH2:39][CH2:38][N:37]([C:40]2[CH:41]=[N:42][C:43]([NH2:46])=[CH:44][CH:45]=2)[CH2:36][CH2:35]1)=[O:33])([CH3:30])([CH3:29])[CH3:28]>C1(C)C=CC=CC=1>[C:27]([O:31][C:32]([N:34]1[CH2:39][CH2:38][N:37]([C:40]2[CH:41]=[N:42][C:43]([NH:46][C:13]3[N:14]=[CH:15][C:10]4[CH:9]=[C:8]([CH2:1][C:2]5[CH:7]=[CH:6][CH:5]=[CH:4][CH:3]=5)[C:20](=[O:21])[N:19]([CH:22]5[CH2:26][CH2:25][CH2:24][CH2:23]5)[C:11]=4[N:12]=3)=[CH:44][CH:45]=2)[CH2:36][CH2:35]1)=[O:33])([CH3:30])([CH3:28])[CH3:29]. Reported procedure: 6-Benzyl-8-cyclopentyl-2-methanesulfinyl-8H-pyrido[2,3-d]pyrimidin-7-one (0.64 g, 1.74 mmol) and 4-(6-Amino-pyridin-3-yl)-piperazine-1-carboxylic acid tert-butyl ester (0.87 g, 2.96 mmol) in toluene (10 ml) were heated to 95° C. for 28 hours. The reaction mixture was allowed to cool then chromatographed on silica gel using a gradient of 20 to 50% ethyl acetate in hexane. The product-containing fractions were evaporated and the residue was triturated with acetonitrile to give a solid. This solid ... Starting materials: COC1=NC=CC(=C1)C1=NN(C(=C1)NC([C@H](CC1=CC=CC=C1)NC(OC(C)(C)C)=O)=O)C (Tert-butyl (S)-1-(3-(2-methoxypyridin-4-yl)-1-methyl-1H-pyrazol-5-ylamino)-1-oxo-3-phenylpropan-2-ylcarbamate), FC(C(=O)O)(F)F (trifluoroacetic acid). The solvent is ClCCl (dichloromethane). Run at time 2.5 hour. The product is N[C@H](C(=O)NC1=CC(=NN1C)C1=CC(=NC=C1)OC)CC1=CC=CC=C1 ((S)-2-Amino-N-(3-(2-methoxypyridin-4-yl)-1-methyl-1H-pyrazol-5-yl)-3-phenylpropanamide). Isolated yield 91.7%. As a reaction SMILES: [CH3:1][O:2][C:3]1[CH:8]=[C:7]([C:9]2[CH:13]=[C:12]([NH:14][C:15](=[O:32])[C@@H:16]([NH:24]C(=O)OC(C)(C)C)[CH2:17][C:18]3[CH:23]=[CH:22][CH:21]=[CH:20][CH:19]=3)[N:11]([CH3:33])[N:10]=2)[CH:6]=[CH:5][N:4]=1.FC(F)(F)C(O)=O>ClCCl>[NH2:24][C@@H:16]([CH2:17][C:18]1[CH:23]=[CH:22][CH:21]=[CH:20][CH:19]=1)[C:15]([NH:14][C:12]1[N:11]([CH3:33])[N:10]=[C:9]([C:7]2[CH:6]=[CH:5][N:4]=[C:3]([O:2][CH3:1])[CH:8]=2)[CH:13]=1)=[O:32]. Procedure details: To a 50 ml flask was added tert-butyl (S)-1-(3-(2-methoxypyridin-4-yl)-1-methyl-1H-pyrazol-5-ylamino)-1-oxo-3-phenylpropan-2-ylcarbamate 105.1.D (0.99 g, 2.19 mmole) and 20 ml of dichloromethane. To the solution, 5 ml of trifluoroacetic acid was added. The reaction was stirred at room temperature for 2.5 hours at which time the solvent was removed by rotary evaporation. The residue was suspended in ethyl acetate, and washed successively with saturated sodium bicarbonate, water and brine. The org...